This data is from the Open Reaction Database (ORD), a public repository of structured organic reaction records. The task is: describe an organic reaction: reactants, conditions, products, and yield Reactants: CN1C(=O)N(C(=O)C(C1=O)C(=O)OCC)C (1,3-dimethyl-5-ethoxycarbonylbarbituric acid), OC1=C(C=C(N)C=C1)OC (4-hydroxy-3-methoxyaniline), C(C)O (ethanol). Solvent: C1(=CC=CC=C1)C (toluene). Product: CN1C(=O)N(C(=O)C(C1=O)C(NC1=CC(=C(C=C1)O)OC)=O)C (1,3-dimethyl-5-(4-hydroxy-3-methoxyphenylcarbamoyl)barbituric acid). RXN SMILES: [CH3:1][N:2]1[C:9](=[O:10])[CH:8]([C:11]([O:13]CC)=O)[C:6](=[O:7])[N:5]([CH3:16])[C:3]1=[O:4].[OH:17][C:18]1[CH:24]=[CH:23][C:21]([NH2:22])=[CH:20][C:19]=1[O:25][CH3:26].C(O)C>C1(C)C=CC=CC=1>[CH3:16][N:5]1[C:6](=[O:7])[CH:8]([C:11](=[O:13])[NH:22][C:21]2[CH:23]=[CH:24][C:18]([OH:17])=[C:19]([O:25][CH3:26])[CH:20]=2)[C:9](=[O:10])[N:2]([CH3:1])[C:3]1=[O:4]. Reported procedure: 6.85 g of 1,3-dimethyl-5-ethoxycarbonylbarbituric acid and 4.2 g of 4-hydroxy-3-methoxyaniline are suspended in 60 ml of toluene, and the suspension is heated under reflux for 3 hours, whereupon ethanol escapes. On cooling to room temperature a precipitate forms which is isolated by filtration, washed with ethanol and dried. Yield: 8.3 g (86% of theory). Melting point: 252°-253° C. Starting materials: Cl[SiH](Cl)Cl (trichlorosilane), Cl[SiH](Cl)Cl (trichlorosilane), C(C)(=O)[C@@H]1CC[C@H](CC1)NC(C1=C(C=CC(=C1)C(F)(F)F)Cl)=O (Trans-N-(4-acetylcyclohexyl)-2-chloro-5-(trifluoromethyl)-benzamide), NC1=CC=CC=C1 (aniline), CN(C)C=O (DMF), CN(C)C=O (DMF). Run in C(Cl)Cl (DCM). Conditions: time 1 hour. Yields the product ClC1=C(C(=O)N[C@@H]2CC[C@H](CC2)C(C)NC2=CC=CC=C2)C=C(C=C1)C(F)(F)F (Trans-2-chloro-N-(−4-(1-(phenylamino)ethyl)-cyclohexyl)-5-(trifluoromethyl)benzamide). Reaction SMILES: [C:1]([C@H:4]1[CH2:9][CH2:8][C@H:7]([NH:10][C:11](=[O:23])[C:12]2[CH:17]=[C:16]([C:18]([F:21])([F:20])[F:19])[CH:15]=[CH:14][C:13]=2[Cl:22])[CH2:6][CH2:5]1)(=O)[CH3:2].[NH2:24][C:25]1[CH:30]=[CH:29][CH:28]=[CH:27][CH:26]=1.CN(C=O)C.Cl[SiH](Cl)Cl>C(Cl)Cl>[Cl:22][C:13]1[CH:14]=[CH:15][C:16]([C:18]([F:21])([F:20])[F:19])=[CH:17][C:12]=1[C:11]([NH:10][C@H:7]1[CH2:8][CH2:9][C@H:4]([CH:1]([NH:24][C:25]2[CH:30]=[CH:29][CH:28]=[CH:27][CH:26]=2)[CH3:2])[CH2:5][CH2:6]1)=[O:23]. Procedure: To a solution of Trans-N-(4-acetylcyclohexyl)-2-chloro-5-(trifluoromethyl)-benzamide (200 mg, 0.57 mmol) and aniline (54 mg, 0.57 mmol) in DCM (10 mL) is added DMF (0.1 mL) followed by trichlorosilane (78 mg, 0.57 mmol). After stirring at room temperature for 1 hour, further trichlorosilane (5×78 mg, 5×0.57 mmol) is added at 1 hour intervals for the next 5 hours. Further DMF (0.1 mL) was then added and the mixture is stirred at room temperature overnight. The colourless solid that is formed is r... Reactants: CC(=O)OC(C)=O, Cc1cccnc1CCc1ccc(N)cc1, CCOC(C)=O. Product: CC(=O)Nc1ccc(CCc2ncccc2C)cc1. Reaction SMILES: [CH3:17][C:18](=[O:19])[O:20][C:21](=[O:22])[CH3:23].[CH3:1][c:2]1[c:3]([CH2:8][CH2:9][c:10]2[cH:11][cH:12][c:13]([NH2:16])[cH:14][cH:15]2)[n:4][cH:5][cH:6][cH:7]1.[CH3:24][CH2:25][O:26][C:27](=[O:28])[CH3:29]>>[CH3:1][c:2]1[c:3]([CH2:8][CH2:9][c:10]2[cH:11][cH:12][c:13]([NH:16][C:18]([CH3:17])=[O:19])[cH:14][cH:15]2)[n:4][cH:5][cH:6][cH:7]1. The reactants are IC=1C=CC(=C(C(=O)N)C1)OC (5-iodo-2-methoxybenzamide), CC1(OB(OC1(C)C)C=1C=C2C=CC(=CC2=CC1)NC(=O)C1=CSC=C1)C (N-(6-(4,4,5,5-tetramethyl-1,3,2-dioxaborolan-2-yl)naphthalen-2-yl)thiophene-3-carboxamide), C(=O)([O-])[O-].[K+].[K+] (K2CO3), O1CCOCC1 (1,4-dioxane). The reagents and catalysts are [Pd] (palladium). Solvent: O (water). The product is C(N)(=O)C=1C=C(C=CC1OC)C=1C=C2C=CC(=CC2=CC1)NC(=O)C1=CSC=C1 (N-(6-(3-carbamoyl-4-methoxyphenyl)naphthalen-2-yl)thiophene-3-carboxamide). Isolated yield 15.2%. Reaction SMILES: I[C:2]1[CH:3]=[CH:4][C:5]([O:11][CH3:12])=[C:6]([CH:10]=1)[C:7]([NH2:9])=[O:8].CC1(C)C(C)(C)OB([C:21]2[CH:22]=[C:23]3[C:28](=[CH:29][CH:30]=2)[CH:27]=[C:26]([NH:31][C:32]([C:34]2[CH:38]=[CH:37][S:36][CH:35]=2)=[O:33])[CH:25]=[CH:24]3)O1.C([O-])([O-])=O.[K+].[K+].O1CCOCC1>[Pd].O>[C:7]([C:6]1[CH:10]=[C:2]([C:21]2[CH:22]=[C:23]3[C:28](=[CH:29][CH:30]=2)[CH:27]=[C:26]([NH:31][C:32]([C:34]2[CH:38]=[CH:37][S:36][CH:35]=2)=[O:33])[CH:25]=[CH:24]3)[CH:3]=[CH:4][C:5]=1[O:11][CH3:12])(=[O:8])[NH2:9] |f:2.3.4|. Procedure details: 5-iodo-2-methoxybenzamide (47.9 mg, 0.173 mmol), N-(6-(4,4,5,5-tetramethyl-1,3,2-dioxaborolan-2-yl)naphthalen-2-yl)thiophene-3-carboxamide (140.4 mg, 0.370 mmol), Fibercat palladium catalyst (Johnson-Matthey, 70.1 mg), and K2CO3 (2 M in water, 0.65 ml, 1.3 mmol) were combined in a microwave reaction vessel and 1,4-dioxane (1.8 ml) was added. The reaction tube was sealed and heated in the microwave (CEM microwave) at 60 Watts and 85 C for 20 minutes. The reaction was then cooled to room temperatu... Starting materials: CC1=C(C=O)C=C(C=C1)[N+](=O)[O-] (2-Methyl-5-nitro-benzaldehyde), CC1=C(C=O)C=C(C=C1)[N+](=O)[O-] (2-Methyl-5-nitro-benzaldehyde), COC(=O)CP(=O)(OC)OC (trimethyl phosphonoacetate). The product is CC1=C(C=C(C=C1)[N+](=O)[O-])/C=C/C(=O)OC (Methyl(E)-3-(2-methyl-5-nitro-phenyl)prop-2-enoate). RXN SMILES: [CH3:1][C:2]1[CH:9]=[CH:8][C:7]([N+:10]([O-:12])=[O:11])=[CH:6][C:3]=1[CH:4]=O.[CH3:13][O:14][C:15]([CH2:17]P(OC)(OC)=O)=[O:16]>>[CH3:1][C:2]1[CH:9]=[CH:8][C:7]([N+:10]([O-:12])=[O:11])=[CH:6][C:3]=1/[CH:4]=[CH:17]/[C:15]([O:14][CH3:13])=[O:16]. Procedure: Methyl(E)-3-(2-methyl-5-nitro-phenyl)prop-2-enoate (15a) is prepared from commercial 2-methyl-5-nitro-benzaldehyde (5j) (for a synthesis of (5j) see also Example 5, Method B) and commercial trimethyl phosphonoacetate as described in Example 2.